Dataset: the Open Reaction Database (ORD), a public repository of structured organic reaction records. Task: describe an organic reaction: reactants, conditions, products, and yield The reactants are Cl.O=C1N(C(SC1)=S)CC(=O)O (2-(4-oxo-2-thioxothiazolidin-3-yl)acetic acid hydrochloride), C(C1=CC=CC=C1)[C@@H]1C[C@H](NC1)C(=O)NC1=CC=C(C=C1)OC1=CC=C(C=C1)F ((2S,4R)-4-benzyl-N-(4-(4-fluorophenoxy)phenyl)pyrrolidine-2-carboxamide). Product: Compound 99, C(C1=CC=CC=C1)[C@@H]1C[C@H](N(C1)C(CN1C(SCC1=O)=S)=O)C(=O)NC1=CC=C(C=C1)OC1=CC=C(C=C1)F ((2S,4R)-4-benzyl-N-(4-(4-fluorophenoxy)phenyl)-1-(2-(4-oxo-2-thioxothiazolidin-3-yl)acetyl)pyrrolidine-2-carboxamide). The yield is 39.9%. As a reaction SMILES: Cl.[O:2]=[C:3]1[CH2:7][S:6][C:5](=[S:8])[N:4]1[CH2:9][C:10]([OH:12])=O.[CH2:13]([C@H:20]1[CH2:24][NH:23][C@H:22]([C:25]([NH:27][C:28]2[CH:33]=[CH:32][C:31]([O:34][C:35]3[CH:40]=[CH:39][C:38]([F:41])=[CH:37][CH:36]=3)=[CH:30][CH:29]=2)=[O:26])[CH2:21]1)[C:14]1[CH:19]=[CH:18][CH:17]=[CH:16][CH:15]=1>>[CH2:13]([C@H:20]1[CH2:24][N:23]([C:10](=[O:12])[CH2:9][N:4]2[C:3](=[O:2])[CH2:7][S:6][C:5]2=[S:8])[C@H:22]([C:25]([NH:27][C:28]2[CH:33]=[CH:32][C:31]([O:34][C:35]3[CH:36]=[CH:37][C:38]([F:41])=[CH:39][CH:40]=3)=[CH:30][CH:29]=2)=[O:26])[CH2:21]1)[C:14]1[CH:15]=[CH:16][CH:17]=[CH:18][CH:19]=1 |f:0.1|. Procedure details: Proceeding as in Example 1, but substituting 2-(4-oxo-2-thioxothiazolidin-3-yl)acetic acid hydrochloride and (2S,4R)-4-benzyl-N-(4-(4-fluorophenoxy)phenyl)pyrrolidine-2-carboxamide, gave Compound 99, (2S,4R)-4-benzyl-N-(4-(4-fluorophenoxy)phenyl)-1-(2-(4-oxo-2-thioxothiazolidin-3-yl)acetyl)pyrrolidine-2-carboxamide (13.5 mg, 39.9%). Major isomer: 1H-NMR (400 MHz, DMSO-D6): σ 9.92 (s, 1H), 7.51 (d, 2H), 7.30-7.16 (m, 9H), 6.93 (m, 2H), 4.76 (m, 1H), 4.60 (m, 1H), 4.43 (m, 1H), 4.35 (m, 2H), 2.87 ...